This data is from the Open Reaction Database (ORD), a public repository of structured organic reaction records. The task is: describe an organic reaction: reactants, conditions, products, and yield Starting materials: OC1=C(C=O)C=CC=C1 (hydroxybenzaldehyde), S1C(NC(C1)=O)=O (thiazolidine-2,4-dione), C(C)(=O)[O-].[Na+] (sodium acetate), C(C)(=O)OC(C)=O (acetic anhydride). The solvent is O (water), CC(=O)N(C)C (dimethylacetamide), CC(=O)N(C)C (dimethylacetamide). Reaction conditions: time 1 hour. Product: C(C)(=O)OC1=CC=C(C=C2C(NC(S2)=O)=O)C=C1 (5-(4-Acetoxybenzylidene)thiazolidine-2,4-dione). RXN SMILES: O[C:2]1[CH:9]=[CH:8][CH:7]=[CH:6][C:3]=1[CH:4]=O.[S:10]1[CH2:14][C:13](=[O:15])[NH:12][C:11]1=[O:16].[C:17]([O-:20])(=[O:19])[CH3:18].[Na+].C(OC(=O)C)(=O)C>O.CC(N(C)C)=O>[C:17]([O:20][C:8]1[CH:7]=[CH:6][C:3]([CH:4]=[C:14]2[S:10][C:11](=[O:16])[NH:12][C:13]2=[O:15])=[CH:2][CH:9]=1)(=[O:19])[CH3:18] |f:2.3|. Procedure: A mixture comprising 200 g of -hydroxybenzaldehyde, 22 g of thiazolidine-2,4-dione, 280 g of sodium acetate and 660 ml of dimethylacetamide was stirred at 150° for 1 hour. It was then cooled, and 540 ml of dimethylacetamide and 370 ml of acetic anhydride were added to the reaction mixture. The resulting mixture was then stirred at 50° C. for 1.5 hours, after which it was poured into water. The solid which precipitated was collected by filtration, washed with water, and dried over anhydrous sodiu... The reactants are ClCCl, O=C(Cl)Oc1ccc([N+](=O)[O-])cc1, O=C(Oc1ccc(Oc2ccccc2)cc1)N1CCC(O)CC1, c1ccncc1. Product: O=C(Oc1ccc([N+](=O)[O-])cc1)OC1CCN(C(=O)Oc2ccc(Oc3ccccc3)cc2)CC1. RXN SMILES: [CH2:43]([Cl:44])[Cl:45].[Cl:30][C:31](=[O:32])[O:33][c:34]1[cH:35][cH:36][c:37]([N+:40](=[O:41])[O-:42])[cH:38][cH:39]1.[O:1]([c:2]1[cH:3][cH:4][cH:5][cH:6][cH:7]1)[c:8]1[cH:9][cH:10][c:11]([O:14][C:15](=[O:16])[N:17]2[CH2:18][CH2:19][CH:20]([OH:23])[CH2:21][CH2:22]2)[cH:12][cH:13]1.[cH:24]1[cH:25][cH:26][n:27][cH:28][cH:29]1>>[O:1]([c:2]1[cH:3][cH:4][cH:5][cH:6][cH:7]1)[c:8]1[cH:9][cH:10][c:11]([O:14][C:15](=[O:16])[N:17]2[CH2:18][CH2:19][CH:20]([O:23][C:31](=[O:32])[O:33][c:34]3[cH:35][cH:36][c:37]([N+:40](=[O:41])[O-:42])[cH:38][cH:39]3)[CH2:21][CH2:22]2)[cH:12][cH:13]1. The reactants are C1CCOC1, COC(=O)Cc1ccc(OC)c(-c2ccc(C(F)(F)F)cc2CN2C(=O)OC3Cc4ccccc4C32)c1, CO, Cl, [Na+], [OH-]. The product is COc1ccc(CC(=O)O)cc1-c1ccc(C(F)(F)F)cc1CN1C(=O)OC2Cc3ccccc3C21. RXN SMILES: [CH2:39]1[O:40][CH2:41][CH2:42][CH2:43]1.[CH3:1][O:2][C:3]([CH2:4][c:5]1[cH:6][c:7](-[c:13]2[c:14]([CH2:23][N:24]3[C:25](=[O:36])[O:26][CH:27]4[CH:28]3[c:29]3[cH:30][cH:31][cH:32][cH:33][c:34]3[CH2:35]4)[cH:15][c:16]([C:19]([F:20])([F:21])[F:22])[cH:17][cH:18]2)[c:8]([O:11][CH3:12])[cH:9][cH:10]1)=[O:37].[CH3:44][OH:45].[ClH:38].[Na+:47].[OH-:46]>>[O:2]=[C:3]([CH2:4][c:5]1[cH:6][c:7](-[c:13]2[c:14]([CH2:23][N:24]3[C:25](=[O:36])[O:26][CH:27]4[CH:28]3[c:29]3[cH:30][cH:31][cH:32][cH:33][c:34]3[CH2:35]4)[cH:15][c:16]([C:19]([F:20])([F:21])[F:22])[cH:17][cH:18]2)[c:8]([O:11][CH3:12])[cH:9][cH:10]1)[OH:37]. The reactants are COC(=O)c1ccc2c(C3CCCCC3)c(Br)n(CCN3C(=O)c4ccccc4C3=O)c2c1, CO, NN, C1CCOC1, O. The product is COC(=O)c1ccc2c(C3CCCCC3)c(Br)n(CCN)c2c1. As a reaction SMILES: [Br:1][c:2]1[n:3]([CH2:21][CH2:22][N:23]2[C:24](=[O:25])[c:26]3[c:27]([cH:28][cH:29][cH:30][cH:31]3)[C:32]2=[O:33])[c:4]2[cH:5][c:6]([C:17](=[O:18])[O:19][CH3:20])[cH:7][cH:8][c:9]2[c:10]1[CH:11]1[CH2:12][CH2:13][CH2:14][CH2:15][CH2:16]1.[CH3:37][OH:38].[NH2:35][NH2:36].[O:39]1[CH2:40][CH2:41][CH2:42][CH2:43]1.[OH2:34]>>[Br:1][c:2]1[n:3]([CH2:21][CH2:22][NH2:23])[c:4]2[cH:5][c:6]([C:17](=[O:18])[O:19][CH3:20])[cH:7][cH:8][c:9]2[c:10]1[CH:11]1[CH2:12][CH2:13][CH2:14][CH2:15][CH2:16]1. The reactants are ClCCl (dichloromethane), C1(=CC=CC=C1)P(C1=CC=CC=C1)C1=CC=CC=C1 (triphenylphosphine), BrCC#CC1=CC=C(C=C1)O (4-(3-bromo-prop-1-ynyl)-phenol), ClCCl (dichloromethane), BrBr (Bromine). Conditions: temperature 0 celsius. The product is BrCC#CC1=CC=C(C=C1)Cl (1-(3-bromo-prop-1-ynyl)-4-chloro-benzene). Isolated yield 80.0%. RXN SMILES: [Br:1][CH2:2][C:3]#[C:4][C:5]1[CH:10]=[CH:9][C:8](O)=[CH:7][CH:6]=1.C1(P(C2C=CC=CC=2)C2C=CC=CC=2)C=CC=CC=1.BrBr.[Cl:33]CCl>>[Br:1][CH2:2][C:3]#[C:4][C:5]1[CH:10]=[CH:9][C:8]([Cl:33])=[CH:7][CH:6]=1. Procedure: To a solution of 4-(3-bromo-prop-1-ynyl)-phenol (5.0 g, 30.12 mmol) dissolved in dichloromethane, 8.3 g (31.63 mmol, 1.05 eq) of triphenylphosphine was added and the solution was cooled to 0° C. Bromine (1.55 mL, 30.12 mmol, 1.0 eq) was added dropwise and the reaction was warmed to room temperature. The reaction was then diluted with dichloromethane, washed with sodium hydrosulfite pentahydrate, washed with brine, dried over MgSO4 and concentrated. The residue was purified via flash chromatograp... Isolated yield 56.0%. The reactants are ClC=1C(C(=C(C(C1Cl)=O)C#N)C#N)=O (2,3-dichloro-5,6-dicyano-1,4-benzoquinone), C(C)(C)[Mg]Cl (iso-Propylmagnesium chloride), C(C)(C)(C)NC(C1=CN=C(C=C1)Cl)=O (N-tert.-butyl-6-chloro-nicotinamide), CO (methanol). Procedure details: 7.0 ml (14.1 mMol) iso-Propylmagnesium chloride solution (2M in THF) were added over 5 minutes to a solution of 1.0 g (4.7 mMol) N-tert.-butyl-6-chloro-nicotinamide in 5.0 ml THF cooled to 0° C. and the reaction mixture was stirred 18 hours at room temperature. After cooling to 0° C., 1.14 ml (28.2 mMol) methanol were added over 10 minutes, followed, after 15 minutes, by 1.17 g (5.2 mMol) 2,3-dichloro-5,6-dicyano-1,4-benzoquinone. After stirring 30 minutes at room temperature, the red-brown solu... RXN SMILES: [CH:1]([Mg]Cl)([CH3:3])[CH3:2].[C:6]([NH:10][C:11](=[O:19])[C:12]1[CH:17]=[CH:16][C:15]([Cl:18])=[N:14][CH:13]=1)([CH3:9])([CH3:8])[CH3:7].CO.ClC1C(=O)C(C#N)=C(C#N)C(=O)C=1Cl>C1COCC1>[C:6]([NH:10][C:11](=[O:19])[C:12]1[C:17]([CH:1]([CH3:3])[CH3:2])=[CH:16][C:15]([Cl:18])=[N:14][CH:13]=1)([CH3:9])([CH3:7])[CH3:8]. Conditions: temperature 0 celsius, time 18 hour. Run in C1CCOC1 (THF). Product: C(C)(C)(C)NC(C1=CN=C(C=C1C(C)C)Cl)=O (N-tert.-butyl-6-chloro-4-(prop-2-yl)-nicotinamide). Reactants: FC1=C(C=CC(=C1)F)C1=C(C=NO1)C(=O)OCC (ethyl 5-(2,4-difluorophenyl)isoxazole-4-carboxylate), [H-].C(C(C)C)[Al+]CC(C)C (diisobutylaluminum hydride), Cl (hydrochloric acid). Run in O1CCCC1 (tetrahydrofuran). Run at time 1 hour. Product: FC1=C(C=CC(=C1)F)C1=C(C=NO1)CO (5-(2,4-difluorophenyl)-4-isoxazolylmethanol). The yield is 84.1%. RXN SMILES: [F:1][C:2]1[CH:7]=[C:6]([F:8])[CH:5]=[CH:4][C:3]=1[C:9]1[O:13][N:12]=[CH:11][C:10]=1[C:14](OCC)=[O:15].[H-].C([Al+]CC(C)C)C(C)C.Cl>O1CCCC1>[F:1][C:2]1[CH:7]=[C:6]([F:8])[CH:5]=[CH:4][C:3]=1[C:9]1[O:13][N:12]=[CH:11][C:10]=1[CH2:14][OH:15] |f:1.2|. Procedure details: To a solution of ethyl 5-(2,4-difluorophenyl)isoxazole-4-carboxylate (3.85 g) in tetrahydrofuran (60 ml) was gently added diisobutylaluminum hydride (1.0 M hexane solution, 33 ml) at 0° C. and the mixture was stirred at room temperature for 1 hr. The reaction mixture was poured into dilute hydrochloric acid, and the mixture was extracted with ethyl acetate. The ethyl acetate layer was washed with saturated brine, dried (MgSO4) and concentrated. The residue was subjected to silica gel column chro...